Dataset: the Open Reaction Database (ORD), a public repository of structured organic reaction records. Task: describe an organic reaction: reactants, conditions, products, and yield Reactants: BrC=1C=C(C(=NC1)N)OC (5-bromo-3-methoxypyridin-2-amine), CN1C(=NC=C1)C (1,2-dimethyl-1H-imidazole), CC(=O)[O-].[K+] (KOAc). Reagents/catalysts: CC(=O)[O-].CC(=O)[O-].[Pd+2] (Pd(OAc)2). The solvent is CC(=O)N(C)C (DMA). Conditions: temperature 150 celsius, time 8 hour. The product is CN1C(=NC=C1C=1C=C(C(=NC1)N)OC)C (5-(1,2-Dimethyl-1H-imidazol-5-yl)-3-methoxypyridin-2-amine), solid. Isolated yield 15.0%. RXN SMILES: Br[C:2]1[CH:3]=[C:4]([O:9][CH3:10])[C:5]([NH2:8])=[N:6][CH:7]=1.[CH3:11][N:12]1[CH:16]=[CH:15][N:14]=[C:13]1[CH3:17].CC([O-])=O.[K+]>CC(N(C)C)=O.CC([O-])=O.CC([O-])=O.[Pd+2]>[CH3:11][N:12]1[C:16]([C:2]2[CH:3]=[C:4]([O:9][CH3:10])[C:5]([NH2:8])=[N:6][CH:7]=2)=[CH:15][N:14]=[C:13]1[CH3:17] |f:2.3,5.6.7|. Procedure details: A suspension of 5-bromo-3-methoxypyridin-2-amine (55.5 mg, 0.273 mmol), 1,2-dimethyl-1H-imidazole (52.6 mg, 0.547 mmol), Pd(OAc)2 (2.5 mg, 0.011 mmol), KOAc (53.7 mg, 0.55 mmol) in DMA (3 mL) was stirred at 150° C. under microwave irradiation for 8 hours. The reaction mixture was filtered, diluted with NaCl solution and extracted with EtOAc. The organic layer was purified by eluting through an SCX-2 column using 2M NH3/MeOH followed by Biotage silica gel column chromatography eluting with 0-12% ... Reactants: C(C)SC1CC(N1C(C(=O)OCC1=CC=C(C=C1)[N+](=O)[O-])=C(SCCOCC)SC(C)=O)=O (p-nitrobenzyl 2-(4-ethylthio-2-oxo-1-azetidinyl)-3-acetylthio-3-(2-ethoxyethylthio)-acrylate), ClC1=CC(=CC=C1)C(=O)OO (m-chloroperbenzoic acid). Solvent: C(Cl)Cl (methylene chloride), C(Cl)Cl (methylene chloride). Conditions: temperature 0 celsius, time 1 hour. Product: C(C)S(=O)C1CC(N1C(C(=O)OCC1=CC=C(C=C1)[N+](=O)[O-])=C(SCCOCC)SC(C)=O)=O (p-Nitrobenzyl 2-(4-ethylsulfinyl-2-oxo-1-azetidinyl)-3-acetylthio-3-(2-ethoxyethylthio)acrylate). RXN SMILES: [CH2:1]([S:3][CH:4]1[N:7]([C:8](=[C:22]([S:29][C:30](=[O:32])[CH3:31])[S:23][CH2:24][CH2:25][O:26][CH2:27][CH3:28])[C:9]([O:11][CH2:12][C:13]2[CH:18]=[CH:17][C:16]([N+:19]([O-:21])=[O:20])=[CH:15][CH:14]=2)=[O:10])[C:6](=[O:33])[CH2:5]1)[CH3:2].ClC1C=CC=C(C(OO)=[O:42])C=1>C(Cl)Cl>[CH2:1]([S:3]([CH:4]1[N:7]([C:8](=[C:22]([S:29][C:30](=[O:32])[CH3:31])[S:23][CH2:24][CH2:25][O:26][CH2:27][CH3:28])[C:9]([O:11][CH2:12][C:13]2[CH:14]=[CH:15][C:16]([N+:19]([O-:21])=[O:20])=[CH:17][CH:18]=2)=[O:10])[C:6](=[O:33])[CH2:5]1)=[O:42])[CH3:2]. Procedure details: A solution of 1.4 g p-nitrobenzyl 2-(4-ethylthio-2-oxo-1-azetidinyl)-3-acetylthio-3-(2-ethoxyethylthio)-acrylate in 75 ml. methylene chloride was cooled to 0° C. under a nitrogen atmosphere. A solution of 0.551 g m-chloroperbenzoic acid in 25 ml methylene chloride was added dropwise, then the reaction mixture was stirred at 0° C. for 1 hour. The methylene chloride solution was then washed with two 25 ml portions of saturated aqueous sodium bicarbonate solution and two 25 ml portions of water, dr... Reactants: C(C)OC(C1=C(C=CC=C1)C1=C(C=NC=C1)C#N)=O (2-(3-cyano-pyridin-4-yl)-benzoic acid ethyl ester), N (NH3). The reagents and catalysts are [Ni] (nickel). Run in CO (methanol). Yields the product C1=CN=CC=2CNC(C3=C(C21)C=CC=C3)=O (5,6-dihydro-7H-pyrido[3,4-d][2]benzazepin-7-one). RXN SMILES: C([O:3][C:4](=O)[C:5]1[CH:10]=[CH:9][CH:8]=[CH:7][C:6]=1[C:11]1[CH:16]=[CH:15][N:14]=[CH:13][C:12]=1[C:17]#[N:18])C.N>CO.[Ni]>[CH:16]1[C:11]2[C:6]3[CH:7]=[CH:8][CH:9]=[CH:10][C:5]=3[C:4](=[O:3])[NH:18][CH2:17][C:12]=2[CH:13]=[N:14][CH:15]=1. Procedure details: A mixture of Example 180C (29.4 g, 0.117 mol) and Raney®-nickel (30 g) in 2 L of methanol saturated with NH3 was stirred under H2 (50 psi) at 50° C. for 24 hours. After cooling and removal of the catalyst, the mixture was concentrated under reduced pressure to obtain the title compound which was used without further purification. Reactants: COC=1C(=CC(=C2C1OC(=CC2=O)C=3C=CC=CC3)O)O (Wogonin), C=O (formaldehyde), N(CCO)CCO (diethanolamine). Solvent: CO (methanol). Run at temperature 55 celsius, time 4 hour. The product is OCCN(CCO)CC=1C(=C2C(C=C(OC2=C(C1O)OC)C1=CC=CC=C1)=O)O (6-((bis(2-hydroxyethyl)amino)methyl)-5,7-dihydroxy-8-methoxy-2-phenyl-4H-chromen-4-one). RXN SMILES: [CH3:1][O:2][C:3]1[C:4]([OH:21])=[CH:5][C:6]([OH:20])=[C:7]2[C:12](=[O:13])[CH:11]=[C:10]([C:14]3[CH:15]=[CH:16][CH:17]=[CH:18][CH:19]=3)[O:9][C:8]=12.[CH2:22]=O.[NH:24]([CH2:28][CH2:29][OH:30])[CH2:25][CH2:26][OH:27]>CO>[OH:27][CH2:26][CH2:25][N:24]([CH2:22][C:5]1[C:6]([OH:20])=[C:7]2[C:8](=[C:3]([O:2][CH3:1])[C:4]=1[OH:21])[O:9][C:10]([C:14]1[CH:19]=[CH:18][CH:17]=[CH:16][CH:15]=1)=[CH:11][C:12]2=[O:13])[CH2:28][CH2:29][OH:30]. Procedure details: The mixture of Wogonin (28.4 g), methanol (350 ml), 37% formaldehyde solution (8.04 ml), diethanolamine (10.5 g) was stirred under for 4 hours at 55° C., then precipitates were removed by filtration and washed several times with methanol, after drying under reduced pressure at 65° C. to get the product as yellow solid 39.3 g of purity 99.2%. MS: (API-ES) m/z 402.4[M+H]+, 424.4[M+Na]+; 1H NMR (DMSO-d6, 400 MHz): δ 8.05˜8.06 (m, 2H, Ar-2′,6′-H), 7.60˜7.61 (m, 3H, Ar-3′,4′,5′-H), 6.90 (s, 1H, 3-H),... Reactants: FC(F)(F)Br (trifluoromethyl bromide), solution, CC=1C=C(C(=O)Cl)C=CC1C (3,4-dimethylbenzoyl chloride), solution, phosphorous acid trisdiethylamide, CCCCCC (hexane). Run in C(Cl)Cl (CH2Cl2), C(Cl)Cl (CH2Cl2). Reaction conditions: time 1 hour. Product: CC=1C=C(C=CC1C)C(C(F)(F)F)=O (1-(3,4-dimethylphenyl)- 2,2,2-trifluoroethan-1-one). The yield is 41.2%. Reaction SMILES: [F:1][C:2](Br)([F:4])[F:3].[CH3:6][C:7]1[CH:8]=[C:9]([CH:13]=[CH:14][C:15]=1[CH3:16])[C:10](Cl)=[O:11].CCCCCC>C(Cl)Cl>[CH3:6][C:7]1[CH:8]=[C:9]([C:10](=[O:11])[C:2]([F:4])([F:3])[F:1])[CH:13]=[CH:14][C:15]=1[CH3:16]. Procedure: Under protective gas, 41 g (0.27 mol) of trifluoromethyl bromide are condensed into a solution of 42 g (0.25 mol) of 3,4-dimethylbenzoyl chloride in 150 ml of CH2Cl2 in a round-bottomed flask at about -70° C. A solution of 66.7 g (0.27 mol) of phosphorous acid trisdiethylamide in 50 ml of CH2Cl2 are then metered in at about -70° C., the first 90% of the solution being added rapidly and the last 10% of the solution being metered in slowly (during the course of about 2 hours). The mixture is subse...